Dataset: the Open Reaction Database (ORD), a public repository of structured organic reaction records. Task: describe an organic reaction: reactants, conditions, products, and yield Starting materials: CS(=O)(=O)Cl, ClCCl, O=[N+]([O-])c1cccc(CCO)c1, O, c1ccncc1. The product is CS(=O)(=O)OCCc1cccc([N+](=O)[O-])c1. Reaction SMILES: [CH3:19][S:20](=[O:21])(=[O:22])[Cl:23].[Cl:25][CH2:26][Cl:27].[N+:1](=[O:2])([O-:3])[c:4]1[cH:5][c:6]([CH2:10][CH2:11][OH:12])[cH:7][cH:8][cH:9]1.[OH2:24].[cH:13]1[cH:14][cH:15][n:16][cH:17][cH:18]1>>[N+:1](=[O:2])([O-:3])[c:4]1[cH:5][c:6]([CH2:10][CH2:11][O:12][S:20]([CH3:19])(=[O:21])=[O:22])[cH:7][cH:8][cH:9]1. The reactants are OC(C#CC1(CCC2(OCCO2)CC1)O)C1=CC=C(C=C1)C (8-(3-Hydroxy-3-(p-tolyl)propyn-1-yl)-1,4-dioxaspiro[4.5]decan-8-ol). The reagents and catalysts are [O-2].[O-2].[Mn+4] (manganese dioxide). The solvent is ClCCl (dichloromethane). Conditions: time 15 hour. The product is OC1(CCC2(OCCO2)CC1)C#CC(=O)C1=CC=C(C=C1)C (3-(8-Hydroxy-1,4-dioxaspiro[4.5]decan-8-yl)-1-(p-tolyl)-2-propyn-1-one). The yield is 82.2%. As a reaction SMILES: [OH:1][CH:2]([C:16]1[CH:21]=[CH:20][C:19]([CH3:22])=[CH:18][CH:17]=1)[C:3]#[C:4][C:5]1([OH:15])[CH2:14][CH2:13][C:8]2([O:12][CH2:11][CH2:10][O:9]2)[CH2:7][CH2:6]1>ClCCl.[O-2].[O-2].[Mn+4]>[OH:15][C:5]1([C:4]#[C:3][C:2]([C:16]2[CH:21]=[CH:20][C:19]([CH3:22])=[CH:18][CH:17]=2)=[O:1])[CH2:14][CH2:13][C:8]2([O:12][CH2:11][CH2:10][O:9]2)[CH2:7][CH2:6]1 |f:2.3.4|. Procedure details: To a solution of 8-(3-hydroxy-3-(p-tolyl)propyn-1-yl)-1,4-dioxaspiro[4.5]decan-8-ol (Reference Example 3) (17.5 g, 57.9 mmol) in dichloromethane (289 mL), manganese dioxide (29.6 g, 289 mmol) was added, and the obtained solution was stirred at room temperature for 15 hours. The reaction solution was filtered through Celite and the filtrate was concentrated under reduced pressure. The residue was purified by flash chromatography (silica gel, n-hexane/ethyl acetate) to obtain the captioned compoun... Starting materials: CS(=O)(=O)OCCOC1=NNC2=NC=NC(=C21)NC2=CC(=C(C=C2)OCC2=CC=CC=C2)C (2-[(4-{[4-(benzyloxy)-3-methylphenyl]amino}-1H-pyrazolo[3,4-d]pyrimidin-3-yl)oxy]ethyl methanesulfonate), COC1CCNCC1 (4-methoxypiperidine). Yields the product C(C1=CC=CC=C1)OC1=C(C=C(C=C1)NC1=C2C(=NC=N1)NN=C2OCCN2CCC(CC2)OC)C (N-[4-(benzyloxy)-3-methylphenyl]-3-[2-(4-methoxypiperidin-1-yl)ethoxy]-1H-pyrazolo[3,4-d]pyrimidin-4-amine). The yield is 37.0%. As a reaction SMILES: CS(O[CH2:6][CH2:7][O:8][C:9]1[C:17]2[C:12](=[N:13][CH:14]=[N:15][C:16]=2[NH:18][C:19]2[CH:24]=[CH:23][C:22]([O:25][CH2:26][C:27]3[CH:32]=[CH:31][CH:30]=[CH:29][CH:28]=3)=[C:21]([CH3:33])[CH:20]=2)[NH:11][N:10]=1)(=O)=O.[CH3:34][O:35][CH:36]1[CH2:41][CH2:40][NH:39][CH2:38][CH2:37]1>>[CH2:26]([O:25][C:22]1[CH:23]=[CH:24][C:19]([NH:18][C:16]2[N:15]=[CH:14][N:13]=[C:12]3[NH:11][N:10]=[C:9]([O:8][CH2:7][CH2:6][N:39]4[CH2:40][CH2:41][CH:36]([O:35][CH3:34])[CH2:37][CH2:38]4)[C:17]=23)=[CH:20][C:21]=1[CH3:33])[C:27]1[CH:28]=[CH:29][CH:30]=[CH:31][CH:32]=1. Reported procedure: The procedure described in Example 55 was repeated using 2-[(4-{[4-(benzyloxy)-3-methylphenyl]amino}-1H-pyrazolo[3,4-d]pyrimidin-3-yl)oxy]ethyl methanesulfonate (prepared as described in Example 110) and 4-methoxypiperidine (prepared as described in Example 118, starting material) to give the title compound in 37% yield; NMR Spectrum: 1.37-1.43 (m, 2H), 1.78-1.81 (m, 2H), 2.18-2.22 (m, 2H), 2.22 (s, 3H), 2.75-2.78 (m, 4H), 3.12-3.16 (m, 1H), 3.20 (s, 3H), 4.40 (t, 2H), 5.13 (s, 2H), 7.01 (d, 1H)... The reactants are O=C([O-])[O-], COC(=O)CCNC(=O)C(C)OS(=O)(=O)c1ccc(C)cc1, Cn1c(C(F)(F)F)cc(=O)n(-c2cc(N)c(Cl)cc2F)c1=O, CC#N, CCOC(C)=O, [K+], [K+]. The product is COC(=O)CCNC(=O)C(C)Nc1cc(-n2c(=O)cc(C(F)(F)F)n(C)c2=O)c(F)cc1Cl. As a reaction SMILES: [C:45](=[O:46])([O-:47])[O-:48].[CH3:1][O:2][C:3]([CH2:4][CH2:5][NH:6][C:7]([CH:8]([CH3:9])[O:10][S:11]([c:12]1[cH:13][cH:14][c:15]([CH3:16])[cH:17][cH:18]1)(=[O:19])=[O:20])=[O:21])=[O:22].[CH3:23][n:24]1[c:25](=[O:44])[n:26](-[c:35]2[c:36]([F:43])[cH:37][c:38]([Cl:42])[c:39]([NH2:41])[cH:40]2)[c:27](=[O:34])[cH:28][c:29]1[C:30]([F:31])([F:32])[F:33].[CH3:51][C:52]#[N:53].[CH3:54][CH2:55][O:56][C:57](=[O:58])[CH3:59].[K+:49].[K+:50]>>[CH3:1][O:2][C:3]([CH2:4][CH2:5][NH:6][C:7]([CH:8]([CH3:9])[NH:41][c:39]1[c:38]([Cl:42])[cH:37][c:36]([F:43])[c:35](-[n:26]2[c:25](=[O:44])[n:24]([CH3:23])[c:29]([C:30]([F:31])([F:32])[F:33])[cH:28][c:27]2=[O:34])[cH:40]1)=[O:21])=[O:22]. Starting materials: N (ammonia), BrCC1=CC=C(C=C1)C#N (α-bromo-4-toluonitrile), CN(C(=O)N1C=NC(=C1)C)C (1-(dimethylcarbamoyl)-4-methylimidazole), [I-].[Na+] (sodium iodide). Solvent: C(C)#N (acetonitrile). Product: CC1=CN=C(N1)CC1=CC=C(C#N)C=C1 (4-[1-(5-methylimidazolyl)methyl] benzonitrile). Reaction SMILES: Br[CH2:2][C:3]1[CH:8]=[CH:7][C:6]([C:9]#[N:10])=[CH:5][CH:4]=1.CN(C)C([N:15]1[CH:19]=[C:18]([CH3:20])[N:17]=[CH:16]1)=O.[I-].[Na+].N>C(#N)C>[CH3:20][C:18]1[NH:17][C:16]([CH2:2][C:3]2[CH:8]=[CH:7][C:6]([C:9]#[N:10])=[CH:5][CH:4]=2)=[N:15][CH:19]=1 |f:2.3|. Procedure: A solution containing α-bromo-4-toluonitrile (11.0 g), 1-(dimethylcarbamoyl)-4-methylimidazole (8.6 g) and sodium iodide (8.4 g) in acetonitrile (75 mL) is heated and stirred at reflux for 15 hours. The mixture is cooled to 0° (ice-bath) and ammonia gas is bubbled through the solution for 15 minutes. The volatiles are then evaporated and the residue is partitioned between water (150 mL) and ethyl acetate (150 mL). The organic solution is washed with water (2×50 mL) and is then extracted with 3N ...